From a dataset of the Open Reaction Database (ORD), a public repository of structured organic reaction records. describe an organic reaction: reactants, conditions, products, and yield The product is C(C)(C)(C)OC(=O)N1C[C@H](CC1)N1[C@H](CCCC1)C ((S)-3-((S)-2-Methyl-piperidin-1-yl)-pyrrolidine-1-carboxylic acid tert-butyl ester), product. Procedure details: The title compound was prepared in a manner substantially the same as intermediate (2R,3′S)-2-Methyl-[1,3′]bipyrrolidinyl-1′-carboxylic acid tert-butyl ester by condensing 3-(3R)-(toluene-4-sulfonyloxy)-pyrrolidine-1-carboxylic acid tert-butyl ester (5 g) with (S)-2-Methyl-piperidine to get 1.50 g (38% yield) of the product as a beige oil. Isolated yield 38.0%. The reactants are C(C)(C)(C)OC(=O)N1C[C@H](CC1)N1[C@@H](CCC1)C ((2R,3′S)-2-Methyl-[1,3′]bipyrrolidinyl-1′-carboxylic acid tert-butyl ester), C(C)(C)(C)OC(=O)N1C[C@@H](CC1)OS(=O)(=O)C1=CC=C(C=C1)C (3-(3R)-(toluene-4-sulfonyloxy)-pyrrolidine-1-carboxylic acid tert-butyl ester), C[C@@H]1NCCCC1 ((S)-2-Methyl-piperidine). Reaction SMILES: [C:1]([O:5][C:6]([N:8]1[CH2:12][CH2:11][C@H:10]([N:13]2[CH2:17][CH2:16][CH2:15][C@H:14]2[CH3:18])[CH2:9]1)=[O:7])([CH3:4])([CH3:3])[CH3:2].[C:19](OC(N1CC[C@@H](OS(C2C=CC(C)=CC=2)(=O)=O)C1)=O)(C)(C)C.C[C@H]1CCCCN1>>[C:1]([O:5][C:6]([N:8]1[CH2:12][CH2:11][C@H:10]([N:13]2[CH2:17][CH2:16][CH2:15][CH2:18][C@@H:14]2[CH3:19])[CH2:9]1)=[O:7])([CH3:2])([CH3:3])[CH3:4]. Reaction conditions: time 8 hour. Reaction SMILES: [Cl:1][C:2]1[CH:7]=[C:6]([C:8]([F:11])([F:10])[F:9])[CH:5]=[CH:4][C:3]=1[OH:12].C(=O)([O-])[O-].[K+].[K+].[Cl:19][C:20]1[C:26](Cl)=[CH:25][C:23]([NH2:24])=[C:22]([N+:28]([O-:30])=[O:29])[CH:21]=1>CS(C)=O>[Cl:19][C:20]1[C:26]([O:12][C:3]2[CH:4]=[CH:5][C:6]([C:8]([F:10])([F:11])[F:9])=[CH:7][C:2]=2[Cl:1])=[CH:25][C:23]([NH2:24])=[C:22]([N+:28]([O-:30])=[O:29])[CH:21]=1 |f:1.2.3|. Reactants: ClC1=C(C=CC(=C1)C(F)(F)F)O (2-chloro-4-(trifluoromethyl)phenol), C([O-])([O-])=O.[K+].[K+] (potassium carbonate), ClC1=CC(=C(N)C=C1Cl)[N+](=O)[O-] (4,5-dichloro-2-nitroaniline). Yields the product ClC1=CC(=C(N)C=C1OC1=C(C=C(C=C1)C(F)(F)F)Cl)[N+](=O)[O-] (4-chloro-5-[2-chloro-4-(trifluoromethyl)phenoxy]-2-nitroaniline). Run in CS(=O)C (DMSO). Procedure details: To a solution of 2-chloro-4-(trifluoromethyl)phenol (2 g, 10.18 mmol) in DMSO (250 ml) was added potassium carbonate (4.2 g, 30.17 mmol). The resulting solution was stirred overnight at room temperature, then 4,5-dichloro-2-nitroaniline (2.1 g, 10.14 mmol) was added. The resulting solution was stirred for an additional overnight at 90° C. and then quenched with water (1000 ml) and extracted with ethyl acetate (3×300 ml). The combined organic layers were washed with saturated aqueous brine (3×100... Starting materials: ClC1=CC=C2C(=NN(C2=C1)CC1CC1)C=1N=C2C(=NC1)N(C=C2C(=O)NC(C)C)COCC[Si](C)(C)C (2-(6-Chloro-1-(cyclopropylmethyl)-1H-indazol-3-yl)-N-isopropyl-5-((2-(trimethylsilyl)ethoxy)methyl)-5H-pyrrolo[2,3-b]pyrazine-7-carboxamide), FC(C(=O)O)(F)F (trifluoroacetic acid). The solvent is ClCCl (dichloromethane). Yields the product ClC1=CC=C2C(=NN(C2=C1)CC1CC1)C=1N=C2C(=NC1)NC=C2C(=O)NC(C)C (2-(6-chloro-1-(cyclopropylmethyl)-1H-indazol-3-yl)-N-isopropyl-5H-pyrrolo[2,3-b]pyrazine-7-carboxamide). Isolated yield 19.9%. As a reaction SMILES: [Cl:1][C:2]1[CH:10]=[C:9]2[C:5]([C:6]([C:15]3[N:16]=[C:17]4[C:23]([C:24]([NH:26][CH:27]([CH3:29])[CH3:28])=[O:25])=[CH:22][N:21](COCC[Si](C)(C)C)[C:18]4=[N:19][CH:20]=3)=[N:7][N:8]2[CH2:11][CH:12]2[CH2:14][CH2:13]2)=[CH:4][CH:3]=1.FC(F)(F)C(O)=O>ClCCl>[Cl:1][C:2]1[CH:10]=[C:9]2[C:5]([C:6]([C:15]3[N:16]=[C:17]4[C:23]([C:24]([NH:26][CH:27]([CH3:29])[CH3:28])=[O:25])=[CH:22][NH:21][C:18]4=[N:19][CH:20]=3)=[N:7][N:8]2[CH2:11][CH:12]2[CH2:14][CH2:13]2)=[CH:4][CH:3]=1. Procedure details: 2-(6-Chloro-1-(cyclopropylmethyl)-1H-indazol-3-yl)-N-isopropyl-5-((2-(trimethylsilyl)ethoxy)methyl)-5H-pyrrolo[2,3-b]pyrazine-7-carboxamide (99 mg, 184 μmol) was dissolved in dichloromethane and to this was added trifluoroacetic acid (1.73 g, 1.17 mL, 15.2 mmol). After 72 h the mixture was concentrated in vacuo, the residue diluted in dichloromethane, and then and re-concentrated in vacuo. Purification by chromatography (silica, Analogix 40 g cartridge, 0-5% methanol in dichloromethane, gradient...